Dataset: the Open Reaction Database (ORD), a public repository of structured organic reaction records. Task: describe an organic reaction: reactants, conditions, products, and yield Reactants: [OH-].[Na+] (NaOH), C1(CCCCCC1)=C(C1=CC=C(C=C1)OCC(=O)OCC)C1=CC=C(C=C1)O (Ethyl ({4-[cycloheptylidene(4-hydroxyphenyl)methyl]phenyl}oxy)acetate), Cl (HCl). The solvent is CCO (EtOH), C1CCOC1 (THF). Reaction conditions: temperature 70 celsius, time 0.5 hour. Yields the product C1(CCCCCC1)=C(C1=CC=C(C=C1)OCC(=O)O)C1=CC=C(C=C1)O (({4-[Cycloheptylidene(4-hydroxyphenyl)methyl]phenyl}oxy)acetic acid). Yield: 97.4%. Reaction SMILES: [C:1]1(=[C:8]([C:22]2[CH:27]=[CH:26][C:25]([OH:28])=[CH:24][CH:23]=2)[C:9]2[CH:14]=[CH:13][C:12]([O:15][CH2:16][C:17]([O:19]CC)=[O:18])=[CH:11][CH:10]=2)[CH2:7][CH2:6][CH2:5][CH2:4][CH2:3][CH2:2]1.[OH-].[Na+].Cl>C1COCC1.CCO>[C:1]1(=[C:8]([C:22]2[CH:27]=[CH:26][C:25]([OH:28])=[CH:24][CH:23]=2)[C:9]2[CH:14]=[CH:13][C:12]([O:15][CH2:16][C:17]([OH:19])=[O:18])=[CH:11][CH:10]=2)[CH2:7][CH2:6][CH2:5][CH2:4][CH2:3][CH2:2]1 |f:1.2|. Procedure details: Ethyl ({4-[cycloheptylidene(4-hydroxyphenyl)methyl]phenyl}oxy)acetate (190) (0.20 g, 0.53 mmol) was dissolved in THF and EtOH (1:1, 6 mL). To the above solution was added 1 N NaOH (2.5 mL) at room temperature. The reaction was heated at 70° C. with stirring for 0.5 h and then cooled at RT. Reaction mixture was acidified with 20% aqueous HCl, and then extracted with EtOAc. The organic layer was washed with brine, dried (Na2SO4), and concentrated under reduced pressure to afford the crude product....